This data is from the Open Reaction Database (ORD), a public repository of structured organic reaction records. The task is: describe an organic reaction: reactants, conditions, products, and yield Reactants: CCOC(=O)C=P(c1ccccc1)(c1ccccc1)c1ccccc1, ClCCl, O=Cc1ccc([N+](=O)[O-])cc1, O=P(c1ccccc1)(c1ccccc1)c1ccccc1. Yields the product CCOC(=O)C=Cc1ccc([N+](=O)[O-])cc1. RXN SMILES: [C:12](=[O:13])([O:14][CH2:15][CH3:16])[CH:17]=[P:18]([c:19]1[cH:20][cH:21][cH:22][cH:23][cH:24]1)([c:25]1[cH:26][cH:27][cH:28][cH:29][cH:30]1)[c:31]1[cH:32][cH:33][cH:34][cH:35][cH:36]1.[Cl:57][CH2:58][Cl:59].[N+:1](=[O:2])([O-:3])[c:4]1[cH:5][cH:6][c:7]([CH:8]=[O:9])[cH:10][cH:11]1.[c:37]1([P:38](=[O:39])([c:40]2[cH:41][cH:42][cH:43][cH:44][cH:45]2)[c:46]2[cH:47][cH:48][cH:49][cH:50][cH:51]2)[cH:52][cH:53][cH:54][cH:55][cH:56]1>>[N+:1](=[O:2])([O-:3])[c:4]1[cH:5][cH:6][c:7]([CH:8]=[CH:17][C:12](=[O:13])[O:14][CH2:15][CH3:16])[cH:10][cH:11]1. Reactants: [Al+3], COc1ccccc1, [Cl-], [Cl-], [Cl-], [Cl-], O=C(O)c1ccc(I)cc1, O=[N+]([O-])c1ccccc1. The product is COc1ccc(C(=O)c2ccc(I)cc2)cc1. As a reaction SMILES: [Al+3:2].[CH3:16][O:17][c:18]1[cH:19][cH:20][cH:21][cH:22][cH:23]1.[Cl-:1].[Cl-:3].[Cl-:4].[Cl-:5].[I:6][c:7]1[cH:8][cH:9][c:10]([C:11](=[O:12])[OH:13])[cH:14][cH:15]1.[O-:24][N+:25]([c:26]1[cH:27][cH:28][cH:29][cH:30][cH:31]1)=[O:32]>>[I:6][c:7]1[cH:8][cH:9][c:10]([C:11](=[O:13])[c:21]2[cH:20][cH:19][c:18]([O:17][CH3:16])[cH:23][cH:22]2)[cH:14][cH:15]1. Reactants: CO, [H][H], CC(=O)Nc1cccc(Oc2cc(Nc3ccc(O)cc3)c([N+](=O)[O-])cn2)c1. Yields the product CC(=O)Nc1cccc(Oc2cc(Nc3ccc(O)cc3)c(N)cn2)c1. Reaction SMILES: [CH3:31][OH:32].[H:29][H:30].[OH:1][c:2]1[cH:3][cH:4][c:5]([NH:8][c:9]2[cH:10][c:11]([O:18][c:19]3[cH:20][c:21]([NH:25][C:26]([CH3:27])=[O:28])[cH:22][cH:23][cH:24]3)[n:12][cH:13][c:14]2[N+:15]([O-:16])=[O:17])[cH:6][cH:7]1>>[OH:1][c:2]1[cH:3][cH:4][c:5]([NH:8][c:9]2[cH:10][c:11]([O:18][c:19]3[cH:20][c:21]([NH:25][C:26]([CH3:27])=[O:28])[cH:22][cH:23][cH:24]3)[n:12][cH:13][c:14]2[NH2:15])[cH:6][cH:7]1. Starting materials: CNC(=O)C1=NC=CC(=C1)OC1=CC(=C(C=C1)NC(=O)NC1=CC2=C(OC(OC2(F)F)(F)F)C=C1)SC (N-methyl-4-[3-(methylthio)-4-({[(2,2,4,4-tetrafluoro-4H-1,3-benzodioxin-6-yl)-amino]carbonyl}amino)phenoxy]pyridine-2-carboxamide), C1=CC(=CC(=C1)Cl)C(=O)OO (mCPBA), S(=S)(=O)([O-])[O-].[Na+].[Na+] (sodium thiosulfate). Run in C(Cl)Cl.C1CCOC1 (DCM THF). Run at time 17 hour. Product: CNC(=O)C1=NC=CC(=C1)OC1=CC(=C(C=C1)NC(=O)NC1=CC2=C(OC(OC2(F)F)(F)F)C=C1)S(=O)(=O)C (N-Methyl-4-[3-(methylsulfonyl)-4-({[(2.2,4,4-tetrafluoro-4H-1,3-benzodioxin-6-yl)amino]-carbonyl}amino)phenoxy]pyridine-2-carboxamide). Isolated yield 46.1%. As a reaction SMILES: [CH3:1][NH:2][C:3]([C:5]1[CH:10]=[C:9]([O:11][C:12]2[CH:17]=[CH:16][C:15]([NH:18][C:19]([NH:21][C:22]3[CH:35]=[CH:34][C:25]4[O:26][C:27]([F:33])([F:32])[O:28][C:29]([F:31])([F:30])[C:24]=4[CH:23]=3)=[O:20])=[C:14](SC)[CH:13]=2)[CH:8]=[CH:7][N:6]=1)=[O:4].[CH:38]1C=C(Cl)C=C(C(OO)=O)C=1.[S:49]([O-:53])([O-])(=[O:51])=S.[Na+].[Na+]>C(Cl)Cl.C1COCC1>[CH3:1][NH:2][C:3]([C:5]1[CH:10]=[C:9]([O:11][C:12]2[CH:13]=[CH:14][C:15]([NH:18][C:19]([NH:21][C:22]3[CH:35]=[CH:34][C:25]4[O:26][C:27]([F:32])([F:33])[O:28][C:29]([F:30])([F:31])[C:24]=4[CH:23]=3)=[O:20])=[C:16]([S:49]([CH3:38])(=[O:53])=[O:51])[CH:17]=2)[CH:8]=[CH:7][N:6]=1)=[O:4] |f:2.3.4,5.6|. Reported procedure: To N-methyl-4-[3-(methylthio)-4-({[(2,2,4,4-tetrafluoro-4H-1,3-benzodioxin-6-yl)-amino]carbonyl}amino)phenoxy]pyridine-2-carboxamide (150 mg, 0.28 mmol) in anhydrous 1:1 v/v DCM/THF (3.0 mL) at 0° C. was added mCPBA (162.7 mg, 0.61 mmol, 2.2 eq, and the reaction mixture was stirred at RT for 17 h. The reaction mixture was poured into aqueous saturated sodium thiosulfate solution and extracted with EtOAc (3×100 mL). The combined organic layers were washed with brine, dried over sodium sulfate, fi...